Dataset: the Open Reaction Database (ORD), a public repository of structured organic reaction records. Task: describe an organic reaction: reactants, conditions, products, and yield Reactants: Cl.CCOCC (HCl ether), ClC1=CC2=C(NC3=C2CNCC3)N=C1 (3-Chloro-6,7,8,9-tetrahydro-5H-dipyrido[2,3-b;3′,4′-d]pyrrole), CCN(C(C)C)C(C)C (DIEA), C(#N)C1=CC=C(C(=O)Cl)C=C1 (4-Cyanobenzoyl chloride). Solvent: C1CCOC1 (THF). Run at time 1 hour. Yields the product Cl.ClC1=CC2=C(NC3=C2CN(CC3)C(=O)C3=CC=C(C#N)C=C3)N=C1 (4-(3-Chloro-5,7,8,9-tetrahydro-dipyrido[2,3-b;3′,4′-d]pyrrole-6-carbonyl)-benzonitrile.Hydrochloride Salt). Isolated yield 89.3%. RXN SMILES: [Cl:1][C:2]1[CH:14]=[N:13][C:5]2[NH:6][C:7]3[CH2:12][CH2:11][NH:10][CH2:9][C:8]=3[C:4]=2[CH:3]=1.CCN(C(C)C)C(C)C.[C:24]([C:26]1[CH:34]=[CH:33][C:29]([C:30](Cl)=[O:31])=[CH:28][CH:27]=1)#[N:25].Cl.CCOCC>C1COCC1>[ClH:1].[Cl:1][C:2]1[CH:14]=[N:13][C:5]2[NH:6][C:7]3[CH2:12][CH2:11][N:10]([C:30]([C:29]4[CH:33]=[CH:34][C:26]([C:24]#[N:25])=[CH:27][CH:28]=4)=[O:31])[CH2:9][C:8]=3[C:4]=2[CH:3]=1 |f:3.4,6.7|. Reported procedure: 3-Chloro-6,7,8,9-tetrahydro-5H-dipyrido[2,3-b;3′,4′-d]pyrrole (50 mg, 0.24 mmol) and DIEA (0.05 mL, 0.29 mmol) were dissolved in THF (2 mL). 4-Cyanobenzoyl chloride (47.84 mg; 0.29 mmol) was added dropwise, and the reaction mixture was stirred at room temperature for 1 h. The crude reaction mixture was concentrated, and converted to the HCl salt by dissolving the crude material in MeOH (2 ml) and adding 1 M HCl/ether (2 equiv). The resulting solution was refrigerated overnight. The resulting pre... Reactants: BrC1=CC=2C3=C(C=NC2C=C1)N(C(N3C=3C(=NN(C3)C)Cl)=O)C (8-bromo-1-(3-chloro-1-methyl-1H-pyrazol-4-yl)-3-methyl-1,3-dihydro-imidazo[4,5-c]quinolin-2-one), BrC1=CC=2C3=C(C=NC2C=C1)N(C(N3C=3C(=NN(C3)C)Cl)=O)C (8-bromo-1-(3-chloro-1-methyl-1H-pyrazol-4-yl)-3-methyl-1,3-dihydro-imidazo[4,5-c]quinolin-2-one), C(C)NC=1C(=NC=C(C1)B1OC(C(O1)(C)C)(C)C)OC (ethyl-[2-methoxy-5-(4,4,5,5-tetramethyl-[1,3,2]dioxaborolan-2-yl)-pyridin-3-yl]-amine). The product is ClC1=NN(C=C1N1C(N(C=2C=NC=3C=CC(=CC3C21)C=2C=NC(=C(C2)NCC)OC)C)=O)C (1-(3-Chloro-1-methyl-1H-pyrazol-4-yl)-8-(5-ethylamino-6-methoxy-pyridin-3-yl)-3-methyl-1,3-dihydro-imidazo[4,5-c]quinolin-2-one). As a reaction SMILES: Br[C:2]1[CH:11]=[CH:10][C:9]2[N:8]=[CH:7][C:6]3[N:12]([CH3:23])[C:13](=[O:22])[N:14]([C:15]4[C:16]([Cl:21])=[N:17][N:18]([CH3:20])[CH:19]=4)[C:5]=3[C:4]=2[CH:3]=1.[CH2:24]([NH:26][C:27]1[C:28]([O:42][CH3:43])=[N:29][CH:30]=[C:31](B2OC(C)(C)C(C)(C)O2)[CH:32]=1)[CH3:25]>>[Cl:21][C:16]1[C:15]([N:14]2[C:5]3[C:4]4[CH:3]=[C:2]([C:31]5[CH:30]=[N:29][C:28]([O:42][CH3:43])=[C:27]([NH:26][CH2:24][CH3:25])[CH:32]=5)[CH:11]=[CH:10][C:9]=4[N:8]=[CH:7][C:6]=3[N:12]([CH3:23])[C:13]2=[O:22])=[CH:19][N:18]([CH3:20])[N:17]=1. Procedure: The title compound was synthesized in a similar manner as described for Example 1.1 using 8-bromo-1-(3-chloro-1-methyl-1H-pyrazol-4-yl)-3-methyl-1,3-dihydro-imidazo[4,5-c]quinolin-2-one (Intermediate K) and ethyl-[2-methoxy-5-(4,4,5,5-tetramethyl-[1,3,2]dioxaborolan-2-yl)-pyridin-3-yl]-amine (stage 90.1.1, 0.138 mmol) to give the title compound as a white solid. (HPLC: tR 2.45 min (Method A); M+H=415 MS-ES; 1H-NMR (d6-DMSO, 400 MHz) 8.99 (s, 1H), 8.24-8.16 (m, 2H), 8.14-8.07 (m, 1H), 8.02-7.94 (... Starting materials: P(O)(O)(O)=O (phosphoric acid), COC(CC(=O)OC)CC (methyl 3-methoxyvalerate). Conditions: temperature 300 celsius. Yields the product C(CC=CC)(=O)OC (methyl 3-pentenoate), C(\C=C\CC)(=O)[O-] (2-trans-pentenoate). RXN SMILES: P(=O)(O)(O)O.CO[CH:8]([CH2:14][CH3:15])[CH2:9][C:10]([O:12][CH3:13])=[O:11]>>[C:10]([O:12][CH3:13])(=[O:11])[CH2:9][CH:8]=[CH:14][CH3:15].[C:10]([O-:12])(=[O:11])/[CH:9]=[CH:8]/[CH2:14][CH3:15]. Procedure details: A 1 l stirred flash was charged with 500 g of vacuum gas oil and 6 g of an 85% strength phosphoric acid, and the mixture was heated to 300° C. 40 g/hour of methyl 3-methoxyvalerate from a stock vessel were fed, together with 10 l/hour of nitrogen, below the surface of the stirred oil/catalyst mixture. The gaseous products leaving the reaction vessel were cooled, and the condensate was investigated by gas chromatography. In this manner, 11.0 g/hour of methyl 3-pentenoate and 10.7 g/hour of 2-tran... The reactants are C=C, c1(cc(cc(c1Cl)C(NOC(C(C)(C)C)=O)=O)Cl)Br. Reagents/catalysts: c1ccc(cc1)-c2c3ccccc3cc4ccccc24 (9-Phenylanthracene), CC(=O)[O-].[Cs+]   (CsOAc), C1(C(C(C(C1C)C)C)C)C.C1(C(C(C(C1C)C)C)C)C.[Rh](Cl)Cl.[Rh](Cl)Cl ([Cp*RhCl2]2). Solvent: C(CCl)Cl (DCE). Conditions: temperature 25 celsius, time 18 hour. The product is Clc1cc(Br)c(Cl)c2C(=O)NCCc12. RXN SMILES: [CH3:1][C:2](C(O[NH:3][C:4]([c:6]1[c:13]([Cl:14])[c:11]([Br:12])[cH:10][c:8]([Cl:9])[cH:7]1)=[O:5])=O)(C)C.C=C>>[Cl:9][c:8]1[c:7]([c:6]2[c:13]([Cl:14])[c:11]([Br:12])[cH:10]1)[CH2:2][CH2:1][NH:3][C:4]2=[O:5]. Solvent: O (water), CN(C)C=O (DMF). Reactants: BrC1=C(C=C2C=NNC2=C1)OC1=C(C=C(C=C1)F)F (6-bromo-5-(2,4-difluorophenoxy)-1H-indazole), C([O-])([O-])=O.[Cs+].[Cs+] (cesium carbonate), ClCC(C)=O (chloroacetone). RXN SMILES: [Br:1][C:2]1[CH:10]=[C:9]2[C:5]([CH:6]=[N:7][NH:8]2)=[CH:4][C:3]=1[O:11][C:12]1[CH:17]=[CH:16][C:15]([F:18])=[CH:14][C:13]=1[F:19].C(=O)([O-])[O-].[Cs+].[Cs+].Cl[CH2:27][C:28](=[O:30])[CH3:29]>CN(C=O)C.O>[Br:1][C:2]1[CH:10]=[C:9]2[C:5]([CH:6]=[N:7][N:8]2[CH2:27][C:28](=[O:30])[CH3:29])=[CH:4][C:3]=1[O:11][C:12]1[CH:17]=[CH:16][C:15]([F:18])=[CH:14][C:13]=1[F:19] |f:1.2.3|. Procedure details: To a stirred solution of 6-bromo-5-(2,4-difluorophenoxy)-1H-indazole (prepared according to Example 16, Steps A-D; 10.07 g, 31.0 mmol) in DMF (150 mL) at ambient temperature was added cesium carbonate (30.3 g, 92.9 mmol), followed by chloroacetone (5.2 mL, 65.1 mmol). The resulting mixture was vigorously stirred at ambient temperature for 1 hr, then diluted with water (1000 mL). After stirring for 1 hr, the precipitate that formed was collected by filtration, washed with water, and air-dried. Th... Reaction conditions: time 1 hour. Yields the product BrC1=C(C=C2C=NN(C2=C1)CC(C)=O)OC1=C(C=C(C=C1)F)F (1-(6-Bromo-5-(2,4-difluorophenoxy)-1H-indazol-1-yl)propan-2-one). The yield is 68.8%. The reactants are c1ccc(CNc2ccccc2)cc1, [Li]CCCC, C1CCCCC1, CCCCCC, CN(C)CCN(C)C, O=P(Cl)(Cl)c1cccc(C(F)(F)F)c1. Product: O=P1(c2cccc(C(F)(F)F)c2)c2ccccc2CN1c1ccccc1. Reaction SMILES: [CH2:14]([c:15]1[cH:16][cH:17][cH:18][cH:19][cH:20]1)[NH:21][c:22]1[cH:23][cH:24][cH:25][cH:26][cH:27]1.[CH2:1]([Li:2])[CH2:3][CH2:4][CH3:5].[CH2:48]1[CH2:49][CH2:50][CH2:51][CH2:52][CH2:53]1.[CH3:42][CH2:43][CH2:44][CH2:45][CH2:46][CH3:47].[CH3:6][N:7]([CH3:8])[CH2:9][CH2:10][N:11]([CH3:12])[CH3:13].[F:28][C:29]([c:30]1[cH:31][c:32]([P:36](=[O:37])([Cl:38])[Cl:39])[cH:33][cH:34][cH:35]1)([F:40])[F:41]>>[CH2:14]1[c:15]2[c:16]([cH:17][cH:18][cH:19][cH:20]2)[P:36]([c:32]2[cH:31][c:30]([C:29]([F:28])([F:40])[F:41])[cH:35][cH:34][cH:33]2)(=[O:37])[N:21]1[c:22]1[cH:23][cH:24][cH:25][cH:26][cH:27]1. The product is C(CCC)N(C(CO)=O)CCCC (N,N-di-n-Butyl-2-hydroxyacetamide). Conditions: time 16 hour. As a reaction SMILES: [CH2:1]([N:5]([CH2:17][CH2:18][CH2:19][CH3:20])[C:6](=[O:16])[CH2:7][O:8]CC1C=CC=CC=1)[CH2:2][CH2:3][CH3:4]>C(O)C.[Pd].[C]>[CH2:1]([N:5]([CH2:17][CH2:18][CH2:19][CH3:20])[C:6](=[O:16])[CH2:7][OH:8])[CH2:2][CH2:3][CH3:4] |f:2.3|. Reported procedure: 4 g of N,N-di-n-butyl-2-benzyloxyacetamide were dissolved in 50 ml of ethanol, and a spatula tip of Pd/carbon was added. The mixture was stirred under a hydrogen atmosphere for 16 hours, and then the catalyst was filtered off and the solvent was distilled off. 3 g of an oil were isolated and were immediately reacted further. Starting materials: C(CCC)N(C(COCC1=CC=CC=C1)=O)CCCC (N,N-di-n-butyl-2-benzyloxyacetamide). The yield is 111.1%. Reagents/catalysts: [Pd].[C] (Pd carbon). Solvent: C(C)O (ethanol). Reactants: CC[Zn]CC, ClCCl, OCC=Cc1cccc2c1CCO2. Product: OCC1CC1c1cccc2c1CCO2. RXN SMILES: [CH3:1][CH2:2][Zn:3][CH2:4][CH3:5].[Cl:19][CH2:20][Cl:21].[O:6]1[CH2:7][CH2:8][c:9]2[c:10]1[cH:11][cH:12][cH:13][c:14]2[CH:15]=[CH:16][CH2:17][OH:18]>>[CH2:1]1[CH:15]([c:14]2[c:9]3[c:10]([cH:11][cH:12][cH:13]2)[O:6][CH2:7][CH2:8]3)[CH:16]1[CH2:17][OH:18].